This data is from the Open Reaction Database (ORD), a public repository of structured organic reaction records. The task is: describe an organic reaction: reactants, conditions, products, and yield The reactants are C(CCC)[Li] (n-butyllithium), solution, C(CCC)[SnH](CCCC)CCCC (tri-n-butyltinhydride), C(C)(C)NC(C)C (Diisopropylamine), C(C)(C)(C)OC(=O)N1CCC(CC1)=O (N-(t-butoxycarbonyl)-4-piperidone). The solvent is C1CCOC1 (THF), C1CCOC1 (THF), C1CCOC1 (THF). Run at temperature 0 celsius, time 15 minute. Yields the product C(C)(C)(C)OC(=O)N1CCC(CC1)([Sn](CCCC)(CCCC)CCCC)O (1-(t-butoxycarbonyl)-4-hydroxy-4-tributylstannyl piperidine). Isolated yield 49.0%. As a reaction SMILES: C(NC(C)C)(C)C.C([Li])CCC.[CH2:13]([SnH:17]([CH2:22][CH2:23][CH2:24][CH3:25])[CH2:18][CH2:19][CH2:20][CH3:21])[CH2:14][CH2:15][CH3:16].[C:26]([O:30][C:31]([N:33]1[CH2:38][CH2:37][C:36](=[O:39])[CH2:35][CH2:34]1)=[O:32])([CH3:29])([CH3:28])[CH3:27]>C1COCC1>[C:26]([O:30][C:31]([N:33]1[CH2:38][CH2:37][C:36]([OH:39])([Sn:17]([CH2:13][CH2:14][CH2:15][CH3:16])([CH2:18][CH2:19][CH2:20][CH3:21])[CH2:22][CH2:23][CH2:24][CH3:25])[CH2:35][CH2:34]1)=[O:32])([CH3:29])([CH3:27])[CH3:28]. Procedure details: Diisopropylamine (25.2 mL, 0.18 mol) in anhydrous THF (500 mL) was cooled to 0° C. and n-butyllithium (112.5 mL of a 1.6 M solution in THF, 0.18 mol) was added dropwise over 20 minutes to the cooled solution. The reaction mixture was stirred for an additional 15 minutes at 0° C. and then tri-n-butyltinhydride (48.4 mL, 0.18 mol) was added dropwise over 30 minutes. The reaction mixture was then stirred for one hour and then cooled to −78° C. N-(t-butoxycarbonyl)-4-piperidone (30.0 g, 0.15 mol) in...